From a dataset of the Open Reaction Database (ORD), a public repository of structured organic reaction records. describe an organic reaction: reactants, conditions, products, and yield Product: c1ccc2cc3[nH]c(SCc4ncc[nH]4)nc3cc2c1. As a reaction SMILES: [CH3:23][N:24]([CH3:25])[CH:26]=[O:27].[Cl:16][CH2:17][c:18]1[nH:19][cH:20][cH:21][n:22]1.[ClH:15].[nH:1]1[c:2]([SH:14])[n:3][c:4]2[c:5]1[cH:6][c:7]1[cH:8][cH:9][cH:10][cH:11][c:12]1[cH:13]2>>[n:1]1[c:2]([S:14][CH2:17][c:18]2[nH:19][cH:20][cH:21][n:22]2)[nH:3][c:4]2[c:5]1[cH:6][c:7]1[cH:8][cH:9][cH:10][cH:11][c:12]1[cH:13]2. The reactants are CN(C)C=O, ClCc1ncc[nH]1, Cl, Sc1nc2cc3ccccc3cc2[nH]1. Starting materials: CC=1C=C2C=C(NC2=CC1)C#N (5-methyl-1H-indole-2-carbonitrile), [H-].[Na+] (NaH), ClC[C@H](O[Si](C(C)(C)C)(C)C)CO[Si](C(C)(C)C)(C)C ((R)-5-(chloromethyl)-2,2,3,3,8,8,9,9-octamethyl-4,7-dioxa-3,8-disiladecane). Run in O (water), CN(C)C=O (DMF). Conditions: time 30 minute. Product: [Si](C)(C)(C(C)(C)C)O[C@@H](CN1C(=CC2=CC(=CC=C12)C)C#N)CO[Si](C)(C)C(C)(C)C ((S)-1-(2,3-bis((tert-butyldimethylsilyl)oxy)propyl)-5-methyl-1H-indole-2-carbonitrile). Yield: 48.8%. As a reaction SMILES: [CH3:1][C:2]1[CH:3]=[C:4]2[C:8](=[CH:9][CH:10]=1)[NH:7][C:6]([C:11]#[N:12])=[CH:5]2.[H-].[Na+].Cl[CH2:16][C@@H:17]([CH2:26][O:27][Si:28]([CH3:34])([CH3:33])[C:29]([CH3:32])([CH3:31])[CH3:30])[O:18][Si:19]([CH3:25])([CH3:24])[C:20]([CH3:23])([CH3:22])[CH3:21]>CN(C=O)C.O>[Si:19]([O:18][C@H:17]([CH2:26][O:27][Si:28]([C:29]([CH3:30])([CH3:32])[CH3:31])([CH3:33])[CH3:34])[CH2:16][N:7]1[C:8]2[C:4](=[CH:3][C:2]([CH3:1])=[CH:10][CH:9]=2)[CH:5]=[C:6]1[C:11]#[N:12])([C:20]([CH3:23])([CH3:22])[CH3:21])([CH3:25])[CH3:24] |f:1.2|. Reported procedure: To a solution of 39 mg of 5-methyl-1H-indole-2-carbonitrile (0.25 mmol) in 0.5 mL of DMF 15 mg of NaH (60% in oil, 0.375 mmol) was added and mixture was stirred for 30 min. Then 170 mg of (R)-5-(chloromethyl)-2,2,3,3,8,8,9,9-octamethyl-4,7-dioxa-3,8-disiladecane (0.5 mmol) was added and stirring continued for 24 hs. The reaction mixture was diluted with 10 mL of water and extracted with DCM. Combined organic extracts dried over sodium sulfate, concentrated and purified using silica gel column el...